This data is from the Open Reaction Database (ORD), a public repository of structured organic reaction records. The task is: describe an organic reaction: reactants, conditions, products, and yield The reactants are CC(C)(C)[O-].[K+] (t-BuOK), C1CCOC1 (THF), C(#N)C1=CC=C2C(=CN(C2=C1)C)C(C(=O)OC)=O (methyl (6-cyano-1-methyl-1H-indol-3-yl)glyoxylate), CN1C=C(C2=CC=C(C=C12)N1CCOCC1)CC(=O)N ((1-methyl-6-morpholin-4-yl-1H-indol-3-yl)-acetamide). Run at time 3 hour. The product is CN1C=C(C2=CC=C(C=C12)C#N)C=1C(NC(C1C1=CN(C2=CC(=CC=C12)N1CCOCC1)C)=O)=O (1-methyl-3-[4-(1-methyl-6-morpholin-4-yl-1H-indol-3-yl)-2,5 -dioxo-2,5-dihydro-1H-pyrrole-3-yl-]-1H-indole-6-carbonitrile). Yield: 69.2%. As a reaction SMILES: CC([O-])(C)C.[K+].C1COCC1.[C:12]([C:14]1[CH:22]=[C:21]2[C:17]([C:18]([C:24](=O)[C:25]([O:27]C)=O)=[CH:19][N:20]2[CH3:23])=[CH:16][CH:15]=1)#[N:13].[CH3:30][N:31]1[C:39]2[C:34](=[CH:35][CH:36]=[C:37]([N:40]3[CH2:45][CH2:44][O:43][CH2:42][CH2:41]3)[CH:38]=2)[C:33]([CH2:46][C:47]([NH2:49])=[O:48])=[CH:32]1>>[CH3:23][N:20]1[C:21]2[C:17](=[CH:16][CH:15]=[C:14]([C:12]#[N:13])[CH:22]=2)[C:18]([C:24]2[C:25](=[O:27])[NH:49][C:47](=[O:48])[C:46]=2[C:33]2[C:34]3[C:39](=[CH:38][C:37]([N:40]4[CH2:41][CH2:42][O:43][CH2:44][CH2:45]4)=[CH:36][CH:35]=3)[N:31]([CH3:30])[CH:32]=2)=[CH:19]1 |f:0.1|. Procedure details: A solution of t-BuOK in THF (1 M, 18.9 mL, 18.9 mmol) was added dropwise to a mixture of methyl (6-cyano-1-methyl-1H-indol-3-yl)glyoxylate (1.85 g, 7.64 mmol) and (1-methyl-6-morpholin-4-yl-1H-indol-3-yl)-acetamide (1.74 g, 6.36 mmol) at 0° C. The cooling bath was removed after 15 min and the mixture was stirred at room temperature for 3 h. Concentrated hydrochloric acid (37%, 10 mL) was added and the reaction mixture was stirred for a further 30 min. The mixture was made basic with aqueous NaHC... The reactants are N1(C=NC=C1)CC1=CC=C2C=C(NC2=C1)C(=O)O (6-imidazol-1-ylmethyl-1H-indole-2-carboxylic acid), NCC(=O)N (2-aminoacetamide). The product is C(#N)CNC(=O)[C@H]1[C@H](CCCC1)NC(=O)C=1NC2=CC(=CC=C2C1)CN1C=NC=C1 (6-Imidazol-1-ylmethyl-1H-indole-2-carboxylic acid [(1S,2R)-2-(cyanomethyl-carbamoyl)-cyclohexyl]-amide). As a reaction SMILES: [N:1]1([CH2:6][C:7]2[CH:15]=[C:14]3[C:10]([CH:11]=[C:12]([C:16]([OH:18])=O)[NH:13]3)=[CH:9][CH:8]=2)[CH:5]=[CH:4][N:3]=[CH:2]1.N[CH2:20][C:21]([NH2:23])=[O:22]>>[C:5]([CH2:4][NH:23][C:21]([C@@H:20]1[CH2:8][CH2:9][CH2:10][CH2:11][C@@H:12]1[NH:13][C:16]([C:12]1[NH:13][C:14]2[C:10]([CH:11]=1)=[CH:9][CH:8]=[C:7]([CH2:6][N:1]1[CH:5]=[CH:4][N:3]=[CH:2]1)[CH:15]=2)=[O:18])=[O:22])#[N:1]. Procedure: 6-Imidazol-1-ylmethyl-1H-indole-2-carboxylic acid [(1S,2R)-2-(cyanomethyl-carbamoyl)-cyclohexyl]-amide was prepared from 6-imidazol-1-ylmethyl-1H-indole-2-carboxylic acid using the coupling procedure of Example 10 and replacing leucinamide with 2-aminoacetamide. Reactants: CC=CBr, C1CCOC1, O=C(c1nc2cc(Cl)c(Cl)cc2[nH]1)C(F)(F)F, ClCCl, I, [Mg]. Yields the product CC=CC(O)(c1nc2cc(Cl)c(Cl)cc2[nH]1)C(F)(F)F. As a reaction SMILES: [Br:18][CH:19]=[CH:20][CH3:21].[CH2:24]1[O:25][CH2:26][CH2:27][CH2:28]1.[Cl:1][c:2]1[cH:3][c:4]2[c:5]([nH:6][c:7]([C:9]([C:10]([F:11])([F:12])[F:13])=[O:14])[n:8]2)[cH:15][c:16]1[Cl:17].[Cl:29][CH2:30][Cl:31].[I:22].[Mg:23]>>[Cl:1][c:2]1[cH:3][c:4]2[c:5]([n:6][c:7]([C:9]([C:10]([F:11])([F:12])[F:13])([OH:14])[CH:19]=[CH:20][CH3:21])[nH:8]2)[cH:15][c:16]1[Cl:17].